From a dataset of the Open Reaction Database (ORD), a public repository of structured organic reaction records. describe an organic reaction: reactants, conditions, products, and yield Starting materials: C(C)(C)(C)C=1C=C(C(=O)O)C=CC1OC (3-(tert.butyl)-4-methoxybenzoic acid), ( 2.570.377 ), C(C)(C)(C)C=1C=C(C(=O)O)C=CC1OC (3-(tert.butyl)-4-methoxybenzoic acid), SC1=CC=C(C(=O)O)C=C1 (4-mercaptobenzoic acid), N1=CC=CC=C1 (pyridine). Run in ClCCl (dichloromethane). Reaction conditions: time 8 hour. Product: C(C)(C)(C)C=1C=C(C(=O)SC2=CC=C(C(=O)O)C=C2)C=CC1OC (4-[3-tert.butyl-4-methoxybenzoylthio] benzoic acid). The yield is 32.0%. Reaction SMILES: [C:1]([C:5]1[CH:6]=[C:7]([CH:11]=[CH:12][C:13]=1[O:14][CH3:15])[C:8]([OH:10])=O)([CH3:4])([CH3:3])[CH3:2].[SH:16][C:17]1[CH:25]=[CH:24][C:20]([C:21]([OH:23])=[O:22])=[CH:19][CH:18]=1.N1C=CC=CC=1>ClCCl>[C:1]([C:5]1[CH:6]=[C:7]([CH:11]=[CH:12][C:13]=1[O:14][CH3:15])[C:8]([S:16][C:17]1[CH:25]=[CH:24][C:20]([C:21]([OH:23])=[O:22])=[CH:19][CH:18]=1)=[O:10])([CH3:2])([CH3:3])[CH3:4]. Procedure: Crude 3-(tert.butyl)-4-methoxybenzoic acid, prepared starting with 1.04 g (5 mmoles) of 3-(tert.butyl)-4-methoxybenzoic acid, described in Example 35 of French Patent No. 85 13747 (2.570.377), is dissolved in 15 ml of dichloromethane. The solution is slowly added to a mixture of 771 mg (5 mmoles) of 4-mercaptobenzoic acid and 8 ml of pyridine. The reaction mixture is stirred at ambient temperature for 8 hours, evaporated to dryness, taken up in water, acidified to pH 5 with 1N HCl and extracted ... The reactants are O=C(CCCCCN(CC(=O)OC(C)(C)C)CC1=NC=CC=C1)NC1=CC=C(C=C1)S(N)(=O)=O (tert-butyl 2-((6-oxo-6-(4-sulfamoylphenylamino) hexyl)(pyridin-2-ylmethyl)amino)acetate), [Re(CO)3][2-((6-oxo-6-(4-sulfamoylphenylamino)hexyl)(pyridin-2-ylmethyl)amino)acetic acid]. Run in C(Cl)Cl (DCM), C(=O)(C(F)(F)F)O (TFA). Yields the product O=C(CCCCCN(CC(=O)O)CC1=NC=CC=C1)NC1=CC=C(C=C1)S(N)(=O)=O (2-((6-oxo-6-(4-sulfamoylphenylamino)hexyl)(pyridin-2-ylmethyl)amino) acetic acid). As a reaction SMILES: [O:1]=[C:2]([NH:24][C:25]1[CH:30]=[CH:29][C:28]([S:31](=[O:34])(=[O:33])[NH2:32])=[CH:27][CH:26]=1)[CH2:3][CH2:4][CH2:5][CH2:6][CH2:7][N:8]([CH2:17][C:18]1[CH:23]=[CH:22][CH:21]=[CH:20][N:19]=1)[CH2:9][C:10]([O:12]C(C)(C)C)=[O:11]>C(Cl)Cl.C(O)(C(F)(F)F)=O>[O:1]=[C:2]([NH:24][C:25]1[CH:30]=[CH:29][C:28]([S:31](=[O:33])(=[O:34])[NH2:32])=[CH:27][CH:26]=1)[CH2:3][CH2:4][CH2:5][CH2:6][CH2:7][N:8]([CH2:17][C:18]1[CH:23]=[CH:22][CH:21]=[CH:20][N:19]=1)[CH2:9][C:10]([OH:12])=[O:11]. Procedure: [Re(CO)3][2-((6-oxo-6-(4-sulfamoylphenylamino)hexyl)(pyridin-2-ylmethyl)amino)acetic acid]. A solution of tert-butyl 2-((6-oxo-6-(4-sulfamoylphenylamino) hexyl)(pyridin-2-ylmethyl)amino)acetate (70 mg, 0.14 mmol) in DCM (1.0 mL) and TFA (1.0 mL) was stirred at room temperature overnight. The solvent was removed under reduced pressure to give 2-((6-oxo-6-(4-sulfamoylphenylamino)hexyl)(pyridin-2-ylmethyl)amino) acetic acid. A solution of the above isolated product, 2-((6-oxo-6-(4-sulfamoylphenylam... Reactants: C(C)(C)(C)OC(COC1=C(C=C(C=C1)Cl)C#C)=O (tert-butyl(4-chloro-2-ethynylphenoxy)acetate), FC1=C(C=C(C=C1)S(=O)(=O)CCC)C#C[Si](C)(C)C ({[2-Fluoro-5-(propylsulfonyl)phenyl]ethynyl}trimethyl silane), FC1=C(C=C(C=C1)S(=O)(=O)CCC)C#C[Si](C)(C)C ({[2-Fluoro-5-(propylsulfonyl)phenyl]ethynyl}trimethyl silane). Product: C(#C)C1=C(C=CC(=C1)S(=O)(=O)CCC)F (2-Ethynyl-1-fluoro-4-(propylsulfonyl)benzene). As a reaction SMILES: C(OC(=O)COC1C=CC(Cl)=CC=1C#C)(C)(C)C.[F:19][C:20]1[CH:25]=[CH:24][C:23]([S:26]([CH2:29][CH2:30][CH3:31])(=[O:28])=[O:27])=[CH:22][C:21]=1[C:32]#[C:33][Si](C)(C)C>>[C:32]([C:21]1[CH:22]=[C:23]([S:26]([CH2:29][CH2:30][CH3:31])(=[O:28])=[O:27])[CH:24]=[CH:25][C:20]=1[F:19])#[CH:33]. Reported procedure: Following the general method as outlined in Intermediate 3, starting from {[2-Fluoro-5-(propylsulfonyl)phenyl]ethynyl}trimethyl silane (Intermediate 107), the title compound was obtained as a brown liquid after purification by column chromatography (silica) eluting with petroleum ether and ethyl acetate. Starting materials: [OH-].[Na+] (sodium hydroxide), ClC1=NC=CC=C1 (2-chloropyridine). The solvent is C(CCC)O (n-butanol). Conditions: temperature 112 celsius, time 15 hour. Yields the product C(CCC)OC1=NC=CC=C1 (2-butoxypyridine). Yield: 142.9%. RXN SMILES: [OH-:1].[Na+].Cl[C:4]1[CH:9]=[CH:8][CH:7]=[CH:6][N:5]=1>C(O)CCC>[CH2:6]([O:1][C:4]1[CH:9]=[CH:8][CH:7]=[CH:6][N:5]=1)[CH2:7][CH2:8][CH3:9] |f:0.1|. Reported procedure: Into a solution of 55 g (1,38 mole) of sodium hydroxide in 245 g of n-butanol heated to 100° C., were added dropwise over four hours 113.5 g (1 mole) of 2-chloropyridine and the mixture was stirred for about 15 hours at this temperature, then heated for 2 hours at reflux (ca. 112° C.). After cooling, precipitated sodium chloride was removed by filtering and the residue was washed with about 500 ml of n-butanol. The combined filtrates were distilled in vacuum and the first fraction to distill was... Starting materials: C(C)NC1=C(C=C(NC(COC)=O)C=C1)[N+](=O)[O-] (4′-ethylamino-2-methoxy-3′-nitroacetanilide), C1(=CC=C(C=C1)S(=O)(=O)[O-])C.C(C1=CC=CC=C1)N1[CH2+](SC(C1=O)=C1SC2=C(N1C)C=CC=C2)SC (3-benzyl-5-(3-methyl-3H-benzothiazol-2-ylidene)-2-methylthio-4-oxo-2-thiazolium p-toluenesulfonate). The product is C(C1=CC=CC=C1)N1C(SC(C1=O)=C1SC2=C(N1C)C=CC=C2)=NC=2C=C(C=CC2NCC)NC(COC)=O (N-{3-[3-benzyl-5-(3-methyl-3H-benzothiazol-2-ylidene)-4-oxothiazolidin-2-ylideneamino]-4-ethylaminophenyl}-2-methoxyacetamide). As a reaction SMILES: [CH2:1]([NH:3][C:4]1[CH:15]=[CH:14][C:7]([NH:8][C:9](=[O:13])[CH2:10][O:11][CH3:12])=[CH:6][C:5]=1[N+:16]([O-])=O)[CH3:2].C1(C)C=CC(S([O-])(=O)=O)=CC=1.[CH2:30]([N:37]1[C:41](=[O:42])[C:40](=[C:43]2[N:47]([CH3:48])[C:46]3[CH:49]=[CH:50][CH:51]=[CH:52][C:45]=3[S:44]2)[S:39][CH2+:38]1SC)[C:31]1[CH:36]=[CH:35][CH:34]=[CH:33][CH:32]=1>>[CH2:30]([N:37]1[C:41](=[O:42])[C:40](=[C:43]2[N:47]([CH3:48])[C:46]3[CH:49]=[CH:50][CH:51]=[CH:52][C:45]=3[S:44]2)[S:39][C:38]1=[N:16][C:5]1[CH:6]=[C:7]([NH:8][C:9](=[O:13])[CH2:10][O:11][CH3:12])[CH:14]=[CH:15][C:4]=1[NH:3][CH2:1][CH3:2])[C:31]1[CH:32]=[CH:33][CH:34]=[CH:35][CH:36]=1 |f:1.2|. Reported procedure: In a manner similar to Example 30, intermediate 4′-ethylamino-2-methoxy-3′-nitroacetanilide was hydrogenated and then condensed with 3-benzyl-5-(3-methyl-3H-benzothiazol-2-ylidene)-2-methylthio-4-oxo-2-thiazolium p-toluenesulfonate to afford the title compound. 1H-NMR (CDCl3): δ 7.99 (1H, s), 7.39–7.44 (3H, m), 7.17–7.28 (5H, m), 7.05–7.11 (2H, m), 6.94 (1H, d), 6.50 (1H, d), 5.08 (2H, s), 3.92 (2H, s), 3.66 (3H, s), 3.41 (3H, s), 2.91 (2H, q), 0.96 (3H, t); MS(ESI): 560(MH+). Starting materials: COCOc1ccc(C=CCO)cc1[N+](=O)[O-], CS(=O)(=O)Cl, [Cl-], [Li+], CN(C)C=O, O, Cc1cc(C)nc(C)c1. Product: COCOc1ccc(C=CCCl)cc1[N+](=O)[O-]. As a reaction SMILES: [CH3:1][O:2][CH2:3][O:4][c:5]1[c:6]([N+:15](=[O:16])[O-:17])[cH:7][c:8]([CH:9]=[CH:10][CH2:11][OH:12])[cH:13][cH:14]1.[CH3:29][S:30]([Cl:31])(=[O:32])=[O:33].[Cl-:19].[Li+:18].[O:34]=[CH:35][N:36]([CH3:37])[CH3:38].[OH2:39].[n:20]1[c:21]([CH3:22])[cH:23][c:24]([CH3:25])[cH:26][c:27]1[CH3:28]>>[CH3:1][O:2][CH2:3][O:4][c:5]1[c:6]([N+:15](=[O:16])[O-:17])[cH:7][c:8]([CH:9]=[CH:10][CH2:11][Cl:31])[cH:13][cH:14]1.